Dataset: the Open Reaction Database (ORD), a public repository of structured organic reaction records. Task: describe an organic reaction: reactants, conditions, products, and yield Starting materials: CO (methanol), [Si](C1=CC=CC=C1)(C1=CC=CC=C1)(C(C)(C)C)OCC=1C(=C(C=CC1Cl)N1C(=CC=C1)C#N)Cl (1-(3-tert-butyldiphenylsilyloxymethyl-2,4-dichlorophenyl)-2-cyanopyrrole), [H-].C(C(C)C)[Al+]CC(C)C (diisobutylaluminum hydride). Solvent: O (water), ice water, ClCCl (dichloromethane), O (water). Conditions: time 30 minute. Yields the product [Si](C1=CC=CC=C1)(C1=CC=CC=C1)(C(C)(C)C)OCC=1C(=C(C=CC1Cl)N1C(=CC=C1)C=O)Cl (1-(3-tert-butyldiphenylsilyloxymethyl-2,4-dichlorophenyl)-2-formylpyrrole). RXN SMILES: [Si:1]([O:18][CH2:19][C:20]1[C:21]([Cl:34])=[C:22]([N:27]2[CH:31]=[CH:30][CH:29]=[C:28]2[C:32]#N)[CH:23]=[CH:24][C:25]=1[Cl:26])([C:14]([CH3:17])([CH3:16])[CH3:15])([C:8]1[CH:13]=[CH:12][CH:11]=[CH:10][CH:9]=1)[C:2]1[CH:7]=[CH:6][CH:5]=[CH:4][CH:3]=1.[H-].C([Al+]CC(C)C)C(C)C.C[OH:46]>ClCCl.O>[Si:1]([O:18][CH2:19][C:20]1[C:21]([Cl:34])=[C:22]([N:27]2[CH:31]=[CH:30][CH:29]=[C:28]2[CH:32]=[O:46])[CH:23]=[CH:24][C:25]=1[Cl:26])([C:14]([CH3:17])([CH3:16])[CH3:15])([C:2]1[CH:7]=[CH:6][CH:5]=[CH:4][CH:3]=1)[C:8]1[CH:9]=[CH:10][CH:11]=[CH:12][CH:13]=1 |f:1.2|. Reported procedure: To a solution of 1-(3-tert-butyldiphenylsilyloxymethyl-2,4-dichlorophenyl)-2-cyanopyrrole (2.44 g) in dichloromethane (25 ml) was added diisobutylaluminum hydride (1.5 M solution in toluene, 4.9 ml) under nitrogen atmosphere in water bath, and the mixture was stirred for 30 minutes at the same temperature. The reaction mixture was cooled in ice water bath, and to the mixture were added dropwise methanol (1 ml) and water (1 ml). The mixture was stirred for 1 hour, quenched with 1N sodium hydroxid... Starting materials: BrC=1C=CC(=NC1)OC1=CC=C(CNCCC(C)C)C=C1 ([4-(5-Bromo-pyridin-2-yloxy)-benzyl]-(3-methyl-butyl)-amine), C(C)(=O)N (acetamide), N[C@H]1[C@@H](CCCC1)N ((+/−)-trans-1,2-diaminocyclohexane), C(=O)([O-])[O-].[K+].[K+] (K2CO3), N[C@H]1[C@@H](CCCC1)N ((+/−)-trans-1,2-diaminocyclohexane). The reagents and catalysts are [Cu]I (CuI), [Cu]I (CuI). The solvent is O1CCOCC1 (1,4-dioxane). Reaction conditions: temperature 100 celsius, time 60 minute. Product: CC(CCNCC1=CC=C(OC2=CC=C(C=N2)NC(C)=O)C=C1)C (N-(6-{4-[(3-Methyl-butylamino)-methyl]-phenoxy}-pyridin-3-yl)-acetamide). Yield: 5.4%. As a reaction SMILES: Br[C:2]1[CH:3]=[CH:4][C:5]([O:8][C:9]2[CH:21]=[CH:20][C:12]([CH2:13][NH:14][CH2:15][CH2:16][CH:17]([CH3:19])[CH3:18])=[CH:11][CH:10]=2)=[N:6][CH:7]=1.[C:22]([NH2:25])(=[O:24])[CH3:23].N[C@@H]1CCCC[C@H]1N.C([O-])([O-])=O.[K+].[K+]>O1CCOCC1.[Cu]I>[CH3:18][CH:17]([CH3:19])[CH2:16][CH2:15][NH:14][CH2:13][C:12]1[CH:20]=[CH:21][C:9]([O:8][C:5]2[N:6]=[CH:7][C:2]([NH:25][C:22](=[O:24])[CH3:23])=[CH:3][CH:4]=2)=[CH:10][CH:11]=1 |f:3.4.5|. Procedure details: To a solution of [4-(5-Bromo-pyridin-2-yloxy)-benzyl]-(3-methyl-butyl)-amine (0.493 g, 1.411 mmol), acetamide (0.0938 g, 1.588 mmol), and CuI (0.0309 g, 1.622 mmol) in 1,4-dioxane (3.0 ml) is added (+/−)-trans-1,2-diaminocyclohexane (0.020 mL, 1.67 mmol) and K2CO3 (0.400 g, 0.891 mmol). The reaction mixture is then warmed to 100° C. overnight. Additional amounts of CuI (0.0270 mg, 0.142 mmol) and (+/−)-trans-1,2-diaminocyclohexane (0.020 mL, 1.67 mmol) are added. The reaction mixture is placed i... The reactants are CC(C)(C)c1cc(C=C2CONC2=O)cc(C(C)(C)C)c1O, CC(=O)O, Cc1ccccc1, CCOC(C)=O, O=C=NS(=O)(=O)Cl, O. Yields the product CC(C)(C)c1cc(C=C2CON(C(N)=O)C2=O)cc(C(C)(C)C)c1O. As a reaction SMILES: [C:1]([CH3:2])([CH3:3])([CH3:4])[c:5]1[cH:6][c:7]([CH:8]=[C:9]2[C:10](=[O:14])[NH:11][O:12][CH2:13]2)[cH:15][c:16]([C:19]([CH3:20])([CH3:21])[CH3:22])[c:17]1[OH:18].[C:31]([OH:32])(=[O:33])[CH3:34].[CH3:35][c:36]1[cH:37][cH:38][cH:39][cH:40][cH:41]1.[CH3:42][CH2:43][O:44][C:45](=[O:46])[CH3:47].[Cl:23][S:24](=[O:25])(=[O:26])[N:27]=[C:28]=[O:29].[OH2:30]>>[C:1]([CH3:2])([CH3:3])([CH3:4])[c:5]1[cH:6][c:7]([CH:8]=[C:9]2[C:10](=[O:14])[N:11]([C:28]([NH2:27])=[O:29])[O:12][CH2:13]2)[cH:15][c:16]([C:19]([CH3:20])([CH3:21])[CH3:22])[c:17]1[OH:18]. Starting materials: C(C)OC([C@H](CC1=CC=C(C=C1)OCCCCOC1=CC=C(C=C1)C(C1=CC=CC=C1)=O)OC)=O ((2S)-3-{4-[4-(4-Benzoyl-phenoxy)-butoxy]-phenyl}-2-methoxy-propionic acid ethyl ester), [Li+].[OH-] (LiOH). Yields the product C(C1=CC=CC=C1)(=O)C1=CC=C(OCCCCOC2=CC=C(C=C2)C[C@@H](C(=O)O)OC)C=C1 ((2S)-3-{4-[4-(4-Benzoyl-phenoxy)-butoxy]-phenyl}-2-methoxy-propionic acid). RXN SMILES: C([O:3][C:4](=[O:35])[C@@H:5]([O:33][CH3:34])[CH2:6][C:7]1[CH:12]=[CH:11][C:10]([O:13][CH2:14][CH2:15][CH2:16][CH2:17][O:18][C:19]2[CH:24]=[CH:23][C:22]([C:25](=[O:32])[C:26]3[CH:31]=[CH:30][CH:29]=[CH:28][CH:27]=3)=[CH:21][CH:20]=2)=[CH:9][CH:8]=1)C.[Li+].[OH-]>>[C:25]([C:22]1[CH:23]=[CH:24][C:19]([O:18][CH2:17][CH2:16][CH2:15][CH2:14][O:13][C:10]2[CH:9]=[CH:8][C:7]([CH2:6][C@H:5]([O:33][CH3:34])[C:4]([OH:35])=[O:3])=[CH:12][CH:11]=2)=[CH:20][CH:21]=1)(=[O:32])[C:26]1[CH:27]=[CH:28][CH:29]=[CH:30][CH:31]=1 |f:1.2|. Procedure: The title compound was prepared from (2S)-3-{4-[4-(4-Benzoyl-phenoxy)-butoxy]-phenyl}-2-methoxy-propionic acid ethyl ester from Step A under the Standard hydrolysis procedure C. (LiOH). 1H-NMR (200.15 MHz; CDCl3): 7.81 (d, 2H, J=8.9), 7.75 (dd, 2H, J=8.3, 1.4), 7.6–7.4 (m, 3H), 7.15 (d, 2H, J=8.6), 6.81 (d, 2H, J=8.3), 4.2–3.9 (m, 5H), 3.37 (s, 3H), 3:08 (dd, 1H, J=14.2, 4.3), 2.94 (dd, 1H, J=14.2, 7.5), 2.1–1.9 (m, 4H) ppm. Starting materials: C1(CCC1)CN1C(=NC=C1)CO (1-cyclobutylmethyl-2-hydroxymethylimidazole), S(=O)(Cl)Cl (thionyl chloride). Run at temperature 90 celsius. Yields the product Cl.ClCC=1N(C=CN1)CC1CCC1 (2-chloromethyl-1-cyclobutylmethylimidazole hydrochloride). RXN SMILES: [CH:1]1([CH2:5][N:6]2[CH:10]=[CH:9][N:8]=[C:7]2[CH2:11]O)[CH2:4][CH2:3][CH2:2]1.S(Cl)([Cl:15])=O>>[ClH:15].[Cl:15][CH2:11][C:7]1[N:6]([CH2:5][CH:1]2[CH2:4][CH2:3][CH2:2]2)[CH:10]=[CH:9][N:8]=1 |f:2.3|. Procedure: To 1-cyclobutylmethyl-2-hydroxymethylimidazole (2.90 g) was added thionyl chloride (29 ml) at 0° C., and the mixture was heated for 30 minutes under nitrogen atmosphere at 90° C. The mixture was allowed to be at room temperature. The solvent was distilled off under reduced pressure and the obtained residue was dissolved in methanol and the solvent was distilled off again under reduced pressure. The obtained solid was recrystallized from ethyl acetate, to give 2-chloromethyl-1-cyclobutylmethylimi... Reactants: C(#N)CC(=O)O (2-cyanoacetic acid), C(C)(=O)[O-].[NH4+] (ammonium acetate), O1CCC2=C1C=CC(=C2)C=O (2,3-dihydro-5-benzofurancarbaldehyde), C1=CC=CC=C1 (benzene). Solvent: N1=CC=CC=C1 (pyridine), Cl (hydrochloric acid). Product: C(#N)C(C(=O)O)=CC=1C=CC2=C(CCO2)C1 (2-Cyano-3-(2,3-dihydro-5-benzofuranyl)acrylic acid). RXN SMILES: [O:1]1[C:5]2[CH:6]=[CH:7][C:8]([CH:10]=O)=[CH:9][C:4]=2[CH2:3][CH2:2]1.[C:12]([CH2:14][C:15]([OH:17])=[O:16])#[N:13].C([O-])(=O)C.[NH4+].C1C=CC=CC=1>N1C=CC=CC=1.Cl>[C:12]([C:14](=[CH:10][C:8]1[CH:7]=[CH:6][C:5]2[O:1][CH2:2][CH2:3][C:4]=2[CH:9]=1)[C:15]([OH:17])=[O:16])#[N:13] |f:2.3|. Procedure: 39.5 g of 2,3-dihydro-5-benzofurancarbaldehyde (prepared according to the process described in J. Org. Chem. (1984), 49, p. 409), 22.7 g of 2-cyanoacetic acid and 4.08 g of ammonium acetate are mixed in 37 ml of pyridine and 210 ml of benzene The mixture is brought to reflux for 6 hours 30 minutes. The precipitate formed is isolated and then suspended in 600 ml of 6 N hydrochloric acid. The solid isolated is filtered off and washed with water and dried in the air.